Task: describe an organic reaction: reactants, conditions, products, and yield. Dataset: the Open Reaction Database (ORD), a public repository of structured organic reaction records Starting materials: Cc1noc(C2CCCN2)c1Cc1ccc(Cl)cc1, ClCCl, O=C=Nc1ccc(C(F)(F)F)cc1. Yields the product Cc1noc(C2CCCN2C(=O)Nc2ccc(C(F)(F)F)cc2)c1Cc1ccc(Cl)cc1. As a reaction SMILES: [Cl:1][c:2]1[cH:3][cH:4][c:5]([CH2:6][c:7]2[c:8]([CH3:17])[n:9][o:10][c:11]2[CH:12]2[NH:13][CH2:14][CH2:15][CH2:16]2)[cH:18][cH:19]1.[Cl:33][CH2:34][Cl:35].[N:20](=[C:21]=[O:22])[c:23]1[cH:24][cH:25][c:26]([C:29]([F:30])([F:31])[F:32])[cH:27][cH:28]1>>[Cl:1][c:2]1[cH:3][cH:4][c:5]([CH2:6][c:7]2[c:8]([CH3:17])[n:9][o:10][c:11]2[CH:12]2[N:13]([C:21]([NH:20][c:23]3[cH:24][cH:25][c:26]([C:29]([F:30])([F:31])[F:32])[cH:27][cH:28]3)=[O:22])[CH2:14][CH2:15][CH2:16]2)[cH:18][cH:19]1. The reactants are Cl.C1(=CC(=CC=C1)NN)C (3-tolylhydrazine hydrochloride), C(CCC(=O)C)(=O)O (levulinic acid), S(O)(O)(=O)=O (sulfuric acid). Solvent: O (water). Conditions: temperature 80 celsius, time 6 hour. The product is CC=1NC2=CC(=CC=C2C1CC(=O)O)C (2-(2,6-dimethyl-1H-indol-3-yl)acetic acid). Yield: 10.1%. Reaction SMILES: Cl.[C:2]1([CH3:10])[CH:7]=[CH:6][CH:5]=[C:4]([NH:8]N)[CH:3]=1.[C:11]([OH:18])(=[O:17])[CH2:12][CH2:13][C:14]([CH3:16])=O.S(=O)(=O)(O)O>O>[CH3:16][C:14]1[NH:8][C:4]2[C:5]([C:13]=1[CH2:12][C:11]([OH:18])=[O:17])=[CH:6][CH:7]=[C:2]([CH3:10])[CH:3]=2 |f:0.1|. Procedure: A mixture of 3-tolylhydrazine hydrochloride (1 g), levulinic acid (1.3 g) and 10% aqueous sulfuric acid (20 ml) was stirred for 6 hours under a nitrogen atmosphere at 80° C. The reaction mixture was allowed to cool, water was added, and then extraction was performed with ethyl acetate and the organic layer was concentrated under reduced pressure. Saturated sodium bicarbonate was added to the obtained residue and vigorously stirred therewith, and then dichloromethane was added and the mixture was... Starting materials: O1C=CC2=C1C=C(C=C2)C#N (benzofuran-6-carbonitrile), [Li+].CC(C)[N-]C(C)C (LDA), C(=O)C1=C2C=CN(C2=C(C=C1OC)C)C(=O)OC(C)(C)C (tert-butyl 4-formyl-5-methoxy-7-methyl-1H-indole-1-carboxylate). The solvent is C1CCOC1 (THF), C1CCOC1 (THF), CO (MeOH), [NH4+].[Cl-] (NH4Cl), [Cl-].[Na+].O (brine), CCOC(=O)C (EtOAc). Reaction conditions: time 30 minute. The product is C(#N)C1=CC2=C(C=C(O2)C(C2=C3C=CN(C3=C(C=C2OC)C)C(=O)OC(C)(C)C)O)C=C1 ((±)-tert-Butyl 4-((6-cyanobenzofuran-2-yl)(hydroxy)methyl)-5-methoxy-7-methyl-1H-indole-1-carboxylate). RXN SMILES: [O:1]1[C:5]2[CH:6]=[C:7]([C:10]#[N:11])[CH:8]=[CH:9][C:4]=2[CH:3]=[CH:2]1.[Li+].CC([N-]C(C)C)C.[CH:20]([C:22]1[C:30]([O:31][CH3:32])=[CH:29][C:28]([CH3:33])=[C:27]2[C:23]=1[CH:24]=[CH:25][N:26]2[C:34]([O:36][C:37]([CH3:40])([CH3:39])[CH3:38])=[O:35])=[O:21]>C1COCC1.CO.[NH4+].[Cl-].[Cl-].[Na+].O.CCOC(C)=O>[C:10]([C:7]1[CH:8]=[CH:9][C:4]2[CH:3]=[C:2]([CH:20]([OH:21])[C:22]3[C:30]([O:31][CH3:32])=[CH:29][C:28]([CH3:33])=[C:27]4[C:23]=3[CH:24]=[CH:25][N:26]4[C:34]([O:36][C:37]([CH3:39])([CH3:38])[CH3:40])=[O:35])[O:1][C:5]=2[CH:6]=1)#[N:11] |f:1.2,6.7,8.9.10|. Procedure details: To a solution of benzofuran-6-carbonitrile (CAS #: 17450-68-9) (29.7 mg, 0.207 mmol) in THF (1.7 mL), 1.8M LDA (heptane/THF/ethylbenzene, 0.125 mL, 0.225 mmol) was added at −78° C. After stirring for 30 min., a solution of tert-butyl 4-formyl-5-methoxy-7-methyl-1H-indole-1-carboxylate (Example 19-D) (50 mg, 0.173 mmol) in THF (1.0 mL) was added to the reaction mixture at the same temperature. After stirring for 5 minutes the reaction mixture was diluted with MeOH (1 mL), sat. aq. NH4Cl (5 mL), b... Starting materials: [I-].[K+] (potassium iodide), ClCC(=O)[O-].[Na+] (sodium chloroacetate), N(=[N+]=[N-])CCO (2-azidoethanol), [H-].[Na+] (NaH). Reagents/catalysts: [Br-].C(CCC)[N+](CCCC)(CCCC)CCCC (tetrabutylammonium bromide). Solvent: C1CCOC1 (THF), C1CCOC1 (THF). Product: N(=[N+]=[N-])CCOCC(=O)O ((2-Azidoethyl)oxyacetic Acid). Yield: 54.7%. Reaction SMILES: [N:1]([CH2:4][CH2:5][OH:6])=[N+:2]=[N-:3].[H-].[Na+].[I-].[K+].Cl[CH2:12][C:13]([O-:15])=[O:14].[Na+]>C1COCC1.[Br-].C([N+](CCCC)(CCCC)CCCC)CCC>[N:1]([CH2:4][CH2:5][O:6][CH2:12][C:13]([OH:15])=[O:14])=[N+:2]=[N-:3] |f:1.2,3.4,5.6,8.9|. Procedure details: A solution of 50.0 g of 2-azidoethanol (574 mmol) in 100 mL of dry THF was added dropwise to a stirred (mechanical stirrer) suspension of 25.3 g of NaH (632 mmol), in 250 mL of dry THF over a period of 1 hour. The reaction mixture was charged with 18.5 g of tetrabutylammonium bromide (57.4 mmol) and 9.52 g of potassium iodide (57.4 mmol) in one portion. Finally, a solid addition funnel was used to add 73.6 g of sodium chloroacetate (632 mmol) to the reaction mixture. The resulting suspension was... Reactants: O=[N+]([O-])c1ccc(Br)nc1, CC(=O)[O-], CC(=O)[O-], Cc1ccccc1, CCO, OB(O)c1ccccc1F, [Na+], [Na+], O=C([O-])[O-], [Pd+2], c1ccc(P(c2ccccc2)c2ccccc2)cc1. Yields the product O=[N+]([O-])c1ccc(-c2ccccc2F)nc1. RXN SMILES: [Br:1][c:2]1[n:3][cH:4][c:5]([N+:8](=[O:9])[O-:10])[cH:6][cH:7]1.[C:56]([O-:57])(=[O:58])[CH3:59].[C:61]([O-:62])(=[O:63])[CH3:64].[CH3:46][c:47]1[cH:48][cH:49][cH:50][cH:51][cH:52]1.[CH3:53][CH2:54][OH:55].[F:11][c:12]1[c:13]([B:18]([OH:19])[OH:20])[cH:14][cH:15][cH:16][cH:17]1.[Na+:40].[Na+:41].[O-:42][C:43](=[O:44])[O-:45].[Pd+2:60].[c:21]1([P:22]([c:23]2[cH:24][cH:25][cH:26][cH:27][cH:28]2)[c:29]2[cH:30][cH:31][cH:32][cH:33][cH:34]2)[cH:35][cH:36][cH:37][cH:38][cH:39]1>>[c:2]1(-[c:13]2[c:12]([F:11])[cH:17][cH:16][cH:15][cH:14]2)[n:3][cH:4][c:5]([N+:8](=[O:9])[O-:10])[cH:6][cH:7]1. The reactants are IC1=CC=C(C=C1)CC#N (4-iodophenylacetonitrile), C1(=CC=C(C=C1)C#N)C (p-tolunitrile). Yields the product C(#N)C1=CC=C(C=C1)CC#N (4-cyanophenylacetonitrile). Yield: 34.2%. As a reaction SMILES: I[C:2]1[CH:7]=[CH:6][C:5]([CH2:8][C:9]#[N:10])=[CH:4][CH:3]=1.C1(C)C=CC([C:17]#[N:18])=CC=1>>[C:17]([C:2]1[CH:7]=[CH:6][C:5]([CH2:8][C:9]#[N:10])=[CH:4][CH:3]=1)#[N:18]. Reported procedure: 4-bromomethylbenzonitrile (white crystal), 2.0 g (yield: 51.0%), were obtained according to the same method as that of synthesis of 4-iodophenylacetonitrile of Example 5 except that 2.34 g (20 mmole) of p-tolunitrile (purchased from Tokyo Kasei) were used. Subsequently, 438 mg (yield: 34.2%) of light yellow crystals of 4-cyanophenylacetonitrile were obtained according to the same method as that of synthesis of 4-iodophenylacetonitrile of Example 5 except that 1.76 g (9.0 mmole) of the above 4-br... The reactants are O=C(Cl)C(=O)Cl, C1COCCN1, ClCCl, CS(=O)(=O)c1ccc(C(CC2CCCC2)C(=O)Nc2ccn(CCC(=O)O)n2)cc1Cl, Cc1cccc(C)n1. The product is CS(=O)(=O)c1ccc(C(CC2CCCC2)C(=O)Nc2ccn(CCC(=O)N3CCOCC3)n2)cc1Cl. As a reaction SMILES: [C:32]([Cl:33])(=[O:34])[C:35]([Cl:36])=[O:37].[CH2:46]1[CH2:47][O:48][CH2:49][CH2:50][NH:51]1.[CH2:52]([Cl:53])[Cl:54].[Cl:1][c:2]1[cH:3][c:4]([CH:12]([C:13](=[O:14])[NH:15][c:16]2[n:17][n:18]([CH2:21][CH2:22][C:23](=[O:24])[OH:25])[cH:19][cH:20]2)[CH2:26][CH:27]2[CH2:28][CH2:29][CH2:30][CH2:31]2)[cH:5][cH:6][c:7]1[S:8](=[O:9])(=[O:10])[CH3:11].[n:38]1[c:39]([CH3:40])[cH:41][cH:42][cH:43][c:44]1[CH3:45]>>[Cl:1][c:2]1[cH:3][c:4]([CH:12]([C:13](=[O:14])[NH:15][c:16]2[n:17][n:18]([CH2:21][CH2:22][C:23](=[O:24])[N:51]3[CH2:46][CH2:47][O:48][CH2:49][CH2:50]3)[cH:19][cH:20]2)[CH2:26][CH:27]2[CH2:28][CH2:29][CH2:30][CH2:31]2)[cH:5][cH:6][c:7]1[S:8](=[O:9])(=[O:10])[CH3:11].